Dataset: the Open Reaction Database (ORD), a public repository of structured organic reaction records. Task: describe an organic reaction: reactants, conditions, products, and yield The reactants are O=C([O-])O, CC(O)c1ccncc1F, [Na+], O, O=S(Cl)Cl. The product is CC(Cl)c1ccncc1F. Reaction SMILES: [C:15](=[O:16])([OH:17])[O-:18].[F:1][c:2]1[cH:3][n:4][cH:5][cH:6][c:7]1[CH:8]([CH3:9])[OH:10].[Na+:19].[OH2:20].[S:11]([Cl:12])([Cl:13])=[O:14]>>[F:1][c:2]1[cH:3][n:4][cH:5][cH:6][c:7]1[CH:8]([CH3:9])[Cl:13]. Reactants: C1CCNC1, CCN=C=NC(CCNC)NC, CC(C)NC(C)C, ClCCl, O=C(O)c1cccc([N+](=O)[O-])c1, Oc1cccc2[nH]nnc12. Product: O=C(c1cccc([N+](=O)[O-])c1)N1CCCC1. As a reaction SMILES: [CH2:13]1[CH2:14][CH2:15][NH:16][CH2:17]1.[CH3:28][NH:29][CH:30]([N:31]=[C:32]=[N:33][CH2:34][CH3:35])[CH2:36][CH2:37][NH:38][CH3:39].[CH:40]([NH:41][CH:42]([CH3:43])[CH3:44])([CH3:45])[CH3:46].[Cl:47][CH2:48][Cl:49].[N+:1](=[O:2])([O-:3])[c:4]1[cH:5][c:6]([C:7](=[O:8])[OH:9])[cH:10][cH:11][cH:12]1.[OH:18][c:19]1[c:20]2[n:21][n:22][nH:23][c:24]2[cH:25][cH:26][cH:27]1>>[N+:1](=[O:2])([O-:3])[c:4]1[cH:5][c:6]([C:7](=[O:9])[N:16]2[CH2:15][CH2:14][CH2:13][CH2:17]2)[cH:10][cH:11][cH:12]1. Starting materials: CCO, CCOC(=O)CN1CC(c2cccc(C(F)(F)F)c2)N(c2ccc(Oc3ccc(Cl)cc3)cc2)C1=O, [Na+], [OH-]. Product: O=C(O)CN1CC(c2cccc(C(F)(F)F)c2)N(c2ccc(Oc3ccc(Cl)cc3)cc2)C1=O. As a reaction SMILES: [CH3:39][CH2:40][OH:41].[Cl:1][c:2]1[cH:3][cH:4][c:5]([O:6][c:7]2[cH:8][cH:9][c:10]([N:13]3[C:14](=[O:34])[N:15]([CH2:28][C:29](=[O:30])[O:31][CH2:32][CH3:33])[CH2:16][CH:17]3[c:18]3[cH:19][c:20]([C:24]([F:25])([F:26])[F:27])[cH:21][cH:22][cH:23]3)[cH:11][cH:12]2)[cH:35][cH:36]1.[Na+:38].[OH-:37]>>[Cl:1][c:2]1[cH:3][cH:4][c:5]([O:6][c:7]2[cH:8][cH:9][c:10]([N:13]3[C:14](=[O:34])[N:15]([CH2:28][C:29](=[O:30])[OH:31])[CH2:16][CH:17]3[c:18]3[cH:19][c:20]([C:24]([F:25])([F:26])[F:27])[cH:21][cH:22][cH:23]3)[cH:11][cH:12]2)[cH:35][cH:36]1. Yield: 9.8%. RXN SMILES: [F:1][C:2]1[CH:7]=[CH:6][C:5]([N:8]2[C:12]([CH3:13])=[C:11]([C:14]([OH:16])=O)[CH:10]=[N:9]2)=[CH:4][CH:3]=1.[NH2:17][C:18]1[CH:19]=[CH:20][C:21]([N:26]2[CH2:31][CH2:30][CH:29]([CH2:32][CH2:33][OH:34])[CH2:28][CH2:27]2)=[C:22]([CH:25]=1)[C:23]#[N:24]>>[C:23]([C:22]1[CH:25]=[C:18]([NH:17][C:14]([C:11]2[CH:10]=[N:9][N:8]([C:5]3[CH:4]=[CH:3][C:2]([F:1])=[CH:7][CH:6]=3)[C:12]=2[CH3:13])=[O:16])[CH:19]=[CH:20][C:21]=1[N:26]1[CH2:31][CH2:30][CH:29]([CH2:32][CH2:33][OH:34])[CH2:28][CH2:27]1)#[N:24]. The reactants are FC1=CC=C(C=C1)N1N=CC(=C1C)C(=O)O (1-(4-fluorophenyl)-5-methylpyrazole-4-carboxylic acid), NC=1C=CC(=C(C#N)C1)N1CCC(CC1)CCO (5-amino-2-[4-(2-hydroxyethyl)piperidin-1-yl]benzonitrile). Procedure details: By the reaction and treatment in the same manner as in Example 64 using 1-(4-fluorophenyl)-5-methylpyrazole-4-carboxylic acid (1 g) and 5-amino-2-[4-(2-hydroxyethyl)piperidin-1-yl]benzonitrile (1.6 g), the title compound (0.2 g) was obtained, melting point: 186° C. The product is C(#N)C=1C=C(C=CC1N1CCC(CC1)CCO)NC(=O)C=1C=NN(C1C)C1=CC=C(C=C1)F (N-{3-Cyano-4-[4-(2-hydroxyethyl)piperidin-1-yl]phenyl}-1-(4-fluorophenyl)-5-methylpyrazole-4-carboxamide). The reactants are CCn1nc(-c2nc(C(=O)O)c(NCc3ccc(OC)cc3)nc2-c2ccccc2)ccc1=O, Clc1ccccc1Cl. Yields the product CCn1nc(-c2ncc(NCc3ccc(OC)cc3)nc2-c2ccccc2)ccc1=O. As a reaction SMILES: [CH2:1]([CH3:2])[n:3]1[n:4][c:5](-[c:10]2[c:11](-[c:29]3[cH:30][cH:31][cH:32][cH:33][cH:34]3)[n:12][c:13]([NH:19][CH2:20][c:21]3[cH:22][cH:23][c:24]([O:27][CH3:28])[cH:25][cH:26]3)[c:14]([C:16]([OH:17])=[O:18])[n:15]2)[cH:6][cH:7][c:8]1=[O:9].[Cl:35][c:36]1[c:37]([Cl:38])[cH:39][cH:40][cH:41][cH:42]1>>[CH2:1]([CH3:2])[n:3]1[n:4][c:5](-[c:10]2[c:11](-[c:29]3[cH:30][cH:31][cH:32][cH:33][cH:34]3)[n:12][c:13]([NH:19][CH2:20][c:21]3[cH:22][cH:23][c:24]([O:27][CH3:28])[cH:25][cH:26]3)[cH:14][n:15]2)[cH:6][cH:7][c:8]1=[O:9]. The reactants are S1C(SCCC1)C(=O)OCC (ethyl 1,3-dithiane-2-carboxylate), Cl (hydrochloric acid). The solvent is CO (methanol). As a reaction SMILES: [S:1]1[CH2:6][CH2:5][CH2:4][S:3][CH:2]1[C:7]([O:9][CH2:10]C)=[O:8].Cl>CO>[CH3:10][O:9][C:7]([CH:2]1[S:3][CH2:4][CH2:5][CH2:6][S:1]1)=[O:8]. Reported procedure: Dissolve 192 g (1 mole) of ethyl 1,3-dithiane-2-carboxylate in 1 L of methanol and add 5 ml of concentrated hydrochloric acid. Stir at room temperature for 18 hours. Neutralize the mixture with 1 N sodium hydroxide and remove the methanol under reduced pressure. Take up the residue in 1 L of ether, wash with water, dry over magnesium sulfate and evaporate. Distil the residue under reduced pressure to obtain methyl-1,3-dithiane-2-carboxylate. Yields the product COC(=O)C1SCCCS1 (methyl-1,3-dithiane-2-carboxylate). Reaction conditions: time 18 hour. Reactants: CC1(C)C2CCC1(CS(=O)(=O)O)C(=O)C2, CC(C)O, CNC(=O)c1cccc(Cl)c1Nc1nc(Cl)ncc1Cl, COCCN1C(=O)CCCc2cc(N)ccc21, [Na+], O=C([O-])O, O. Product: CNC(=O)c1cccc(Cl)c1Nc1nc(Nc2ccc3c(c2)CCCC(=O)N3CCOC)ncc1Cl. RXN SMILES: [C:38]12([CH2:39][S:40]([OH:41])(=[O:42])=[O:43])[C:44]([CH3:45])([CH3:46])[CH:47]([CH2:48][CH2:49]1)[CH2:50][C:51]2=[O:52].[CH:53]([OH:54])([CH3:55])[CH3:56].[Cl:1][c:2]1[c:3]([NH:12][c:13]2[n:14][c:15]([Cl:20])[n:16][cH:17][c:18]2[Cl:19])[c:4]([C:5](=[O:6])[NH:7][CH3:8])[cH:9][cH:10][cH:11]1.[NH2:21][c:22]1[cH:23][cH:24][c:25]2[c:26]([cH:37]1)[CH2:27][CH2:28][CH2:29][C:30](=[O:36])[N:31]2[CH2:32][CH2:33][O:34][CH3:35].[Na+:62].[O-:58][C:59]([OH:60])=[O:61].[OH2:57]>>[Cl:1][c:2]1[c:3]([NH:12][c:13]2[n:14][c:15]([NH:21][c:22]3[cH:23][cH:24][c:25]4[c:26]([cH:37]3)[CH2:27][CH2:28][CH2:29][C:30](=[O:36])[N:31]4[CH2:32][CH2:33][O:34][CH3:35])[n:16][cH:17][c:18]2[Cl:19])[c:4]([C:5](=[O:6])[NH:7][CH3:8])[cH:9][cH:10][cH:11]1. Starting materials: Nc1c(Cl)cc(Br)cc1C(F)(F)F, CC#N, O=C(Cl)CCC1CCCC1, O. As a reaction SMILES: [Br:11][c:12]1[cH:13][c:14]([Cl:23])[c:15]([NH2:16])[c:17]([C:19]([F:20])([F:21])[F:22])[cH:18]1.[CH3:25][C:26]#[N:27].[CH:1]1([CH2:6][CH2:7][C:8](=[O:9])[Cl:10])[CH2:2][CH2:3][CH2:4][CH2:5]1.[OH2:24]>>[CH:1]1([CH2:6][CH2:7][C:8](=[O:9])[NH:16][c:15]2[c:14]([Cl:23])[cH:13][c:12]([Br:11])[cH:18][c:17]2[C:19]([F:20])([F:21])[F:22])[CH2:2][CH2:3][CH2:4][CH2:5]1. Product: O=C(CCC1CCCC1)Nc1c(Cl)cc(Br)cc1C(F)(F)F. Reactants: CCOC(=O)C(CCCCc1ccccc1)(Cc1cccc2ccccc12)C(=O)OCC, CS(C)=O, [Cl-], [Li+], O. Yields the product CCOC(=O)C(CCCCc1ccccc1)Cc1cccc2ccccc12. Reaction SMILES: [CH2:1]([CH3:2])[O:3][C:4]([C:5]([C:6]([O:7][CH2:8][CH3:9])=[O:10])([CH2:11][CH2:12][CH2:13][CH2:14][c:15]1[cH:16][cH:17][cH:18][cH:19][cH:20]1)[CH2:21][c:22]1[cH:23][cH:24][cH:25][c:26]2[cH:27][cH:28][cH:29][cH:30][c:31]12)=[O:32].[CH3:35][S:36](=[O:37])[CH3:38].[Cl-:34].[Li+:33].[OH2:39]>>[CH2:1]([CH3:2])[O:3][C:4]([CH:5]([CH2:11][CH2:12][CH2:13][CH2:14][c:15]1[cH:16][cH:17][cH:18][cH:19][cH:20]1)[CH2:21][c:22]1[cH:23][cH:24][cH:25][c:26]2[cH:27][cH:28][cH:29][cH:30][c:31]12)=[O:32]. Reactants: CC(C)(C)OC(=O)N1CCc2c([nH]c3ccccc23)C1, C=CCBr, CCOC(C)=O, [H-], [Na+]. The product is C=CCn1c2c(c3ccccc31)CCN(C(=O)OC(C)(C)C)C2. As a reaction SMILES: [C:1]([CH3:2])([CH3:3])([CH3:4])[O:5][C:6](=[O:7])[N:8]1[CH2:9][c:10]2[nH:11][c:12]3[cH:13][cH:14][cH:15][cH:16][c:17]3[c:18]2[CH2:19][CH2:20]1.[CH2:23]([CH:24]=[CH2:25])[Br:26].[CH3:27][CH2:28][O:29][C:30](=[O:31])[CH3:32].[H-:21].[Na+:22]>>[C:1]([CH3:2])([CH3:3])([CH3:4])[O:5][C:6](=[O:7])[N:8]1[CH2:9][c:10]2[n:11]([CH2:25][CH:24]=[CH2:23])[c:12]3[cH:13][cH:14][cH:15][cH:16][c:17]3[c:18]2[CH2:19][CH2:20]1.